Dataset: the Open Reaction Database (ORD), a public repository of structured organic reaction records. Task: describe an organic reaction: reactants, conditions, products, and yield Reactants: O=C(O)CC1Cc2cc(F)ccc2C1=O, [K+], [K+], O=C([O-])[O-], c1ccncc1, c1c[nH]cn1. Yields the product O=C(O)CC1Cc2cc(-n3ccnc3)ccc2C1=O. Reaction SMILES: [F:1][c:2]1[cH:3][c:4]2[c:8]([cH:9][cH:10]1)[C:7](=[O:11])[CH:6]([CH2:12][C:13](=[O:14])[OH:15])[CH2:5]2.[K+:16].[K+:17].[O-:18][C:19]([O-:20])=[O:21].[cH:27]1[cH:28][cH:29][n:30][cH:31][cH:32]1.[nH:22]1[cH:23][n:24][cH:25][cH:26]1>>[c:2]1(-[n:22]2[cH:23][n:24][cH:25][cH:26]2)[cH:3][c:4]2[c:8]([cH:9][cH:10]1)[C:7](=[O:11])[CH:6]([CH2:12][C:13](=[O:14])[OH:15])[CH2:5]2. Reactants: COC(=O)C1(C)CN(C(=O)OC(C)(C)C)CCC1NS(=O)(=O)c1ccc(OCc2ccccc2)cc1, CO. Product: COC(=O)C1(C)CN(C(=O)OC(C)(C)C)CCC1NS(=O)(=O)c1ccc(O)cc1. RXN SMILES: [CH2:1]([c:2]1[cH:3][cH:4][cH:5][cH:6][cH:7]1)[O:8][c:9]1[cH:10][cH:11][c:12]([S:15](=[O:16])(=[O:17])[NH:18][CH:19]2[C:20]([C:32](=[O:33])[O:34][CH3:35])([CH3:36])[CH2:21][N:22]([C:25](=[O:26])[O:27][C:28]([CH3:29])([CH3:30])[CH3:31])[CH2:23][CH2:24]2)[cH:13][cH:14]1.[CH3:37][OH:38]>>[OH:8][c:9]1[cH:10][cH:11][c:12]([S:15](=[O:16])(=[O:17])[NH:18][CH:19]2[C:20]([C:32](=[O:33])[O:34][CH3:35])([CH3:36])[CH2:21][N:22]([C:25](=[O:26])[O:27][C:28]([CH3:29])([CH3:30])[CH3:31])[CH2:23][CH2:24]2)[cH:13][cH:14]1. Procedure details: HCl (4M in 1,4-dioxane) (15 mL, 60.0 mmol) was added in one portion to a solution of tert-butyl (2R)-1-cyclopropyl-1-hydroxypropan-2-ylcarbamate (745 mg, 3.46 mmol) in DCM (Volume: 10 mL). The reaction mixture was then allowed to stir at rt for 4 hrs before evaporating in vacuo. to give (2R)-2-amino-1-cyclopropylpropan-1-ol hydrochloride (525 mg, 3.46 mmol, 100% yield). 1H NMR (500 MHz, CD3OD) δ 3.78-3.72 (m, 1H), 3.25 (t, J=7.1 Hz, 3H), 3.05 (dd, J=8.3, 3.6 Hz, 1H), 2.87 (t, J=7.8 Hz, 2H), 1.39... The yield is 100.0%. The solvent is C(Cl)Cl (DCM). Reaction conditions: time 4 hour. Starting materials: Cl (HCl), C1(CC1)C([C@@H](C)NC(OC(C)(C)C)=O)O (tert-butyl (2R)-1-cyclopropyl-1-hydroxypropan-2-ylcarbamate). As a reaction SMILES: [ClH:1].[CH:2]1([CH:5]([OH:16])[C@H:6]([NH:8]C(=O)OC(C)(C)C)[CH3:7])[CH2:4][CH2:3]1>C(Cl)Cl>[ClH:1].[NH2:8][C@H:6]([CH3:7])[CH:5]([CH:2]1[CH2:4][CH2:3]1)[OH:16] |f:3.4|. Yields the product Cl.N[C@@H](C(O)C1CC1)C ((2R)-2-amino-1-cyclopropylpropan-1-ol hydrochloride).